From a dataset of the Open Reaction Database (ORD), a public repository of structured organic reaction records. describe an organic reaction: reactants, conditions, products, and yield Reactants: C(C1=CC=CC=C1)OC(NCC1CCN(CC1)C1CCN(CC1)C1=C(C=CC=C1)C#N)=O ([1'-(2-Cyano-phenyl)-[1,4]bipiperidinyl-4-ylmethyl]-carbamic acid benzyl ester). The reagents and catalysts are [Pd] (Pd/C). Run in C(C)(=O)OCC (ethyl acetate). Reaction conditions: time 6 day. Yields the product NCC1CCN(CC1)C1CCN(CC1)C1=C(C#N)C=CC=C1 (2-(4-Aminomethyl-[1,4']bipiperidinyl-1'-yl)-benzonitrile). As a reaction SMILES: C(OC(=O)[NH:10][CH2:11][CH:12]1[CH2:17][CH2:16][N:15]([CH:18]2[CH2:23][CH2:22][N:21]([C:24]3[CH:29]=[CH:28][CH:27]=[CH:26][C:25]=3[C:30]#[N:31])[CH2:20][CH2:19]2)[CH2:14][CH2:13]1)C1C=CC=CC=1>C(OCC)(=O)C.[Pd]>[NH2:10][CH2:11][CH:12]1[CH2:13][CH2:14][N:15]([CH:18]2[CH2:23][CH2:22][N:21]([C:24]3[CH:29]=[CH:28][CH:27]=[CH:26][C:25]=3[C:30]#[N:31])[CH2:20][CH2:19]2)[CH2:16][CH2:17]1. Procedure details: A suspension of 6 (100 mg, 0.232 mmol) and 10% Pd/C (30 mg) in 50 ml of ethyl acetate was hydrogenated at atmospheric pressure for 6 days. The suspension was subsequently filtered through celite and the solvent removed in vacuo to give the title compound. The reactants are O1CCC2=C1C=C(C=C2)C(CS[C@@H]2[C@H](N(C2=O)C2=CC=C(C=C2)F)C2=CC=C(OCC(=O)O)C=C2)=O ({4-[(2R,3R)-3-[2-(2,3-dihydro-benzofuran-6-yl)-2-oxo-ethylsulfanyl]-1-(4-fluoro-phenyl)-4-oxo-azetidin-2-yl]-phenoxy}-acetic acid), CN1CCOCC1 (N-methylmorpholine), CN(C)C(=[N+](C)C)ON1C2=C(C=CC=C2)N=N1.[B-](F)(F)(F)F (TBTU), NCC(=O)N[C@@H](C(=O)O)CC1CCCCC1 ((R)-2-(2-amino-acetylamino)-3-cyclohexyl-propionic acid), [BH4-].[Na+] (NaBH4). Solvent: CN(C)C=O (DMF). Run at time 30 minute. Yields the product C1(CCCCC1)C[C@H](C(=O)O)NC(CNC(COC1=CC=C(C=C1)[C@H]1N(C([C@@H]1SCC(O)C1=CC2=C(CCO2)C=C1)=O)C1=CC=C(C=C1)F)=O)=O ((R)-3-Cyclohexyl-2-[2-(2-{4-[(2R,3R)-3-[2-(2,3-dihydro-benzofuran-6-yl)-2-hydroxy-ethylsulfanyl]-1-(4-fluoro-phenyl)-4-oxo-azetidin-2-yl]-phenoxy}-acetylamino)-acetylamino]-propionic acid). As a reaction SMILES: [O:1]1[C:5]2[CH:6]=[C:7]([C:10](=[O:36])[CH2:11][S:12][C@H:13]3[C:16](=[O:17])[N:15]([C:18]4[CH:23]=[CH:22][C:21]([F:24])=[CH:20][CH:19]=4)[C@@H:14]3[C:25]3[CH:35]=[CH:34][C:28]([O:29][CH2:30][C:31](O)=[O:32])=[CH:27][CH:26]=3)[CH:8]=[CH:9][C:4]=2[CH2:3][CH2:2]1.CN1CCOCC1.CN(C(ON1N=NC2C=CC=CC1=2)=[N+](C)C)C.[B-](F)(F)(F)F.[NH2:66][CH2:67][C:68]([NH:70][C@H:71]([CH2:75][CH:76]1[CH2:81][CH2:80][CH2:79][CH2:78][CH2:77]1)[C:72]([OH:74])=[O:73])=[O:69].[BH4-].[Na+]>CN(C=O)C>[CH:76]1([CH2:75][C@@H:71]([NH:70][C:68](=[O:69])[CH2:67][NH:66][C:31](=[O:32])[CH2:30][O:29][C:28]2[CH:27]=[CH:26][C:25]([C@@H:14]3[C@@H:13]([S:12][CH2:11][CH:10]([C:7]4[CH:8]=[CH:9][C:4]5[CH2:3][CH2:2][O:1][C:5]=5[CH:6]=4)[OH:36])[C:16](=[O:17])[N:15]3[C:18]3[CH:23]=[CH:22][C:21]([F:24])=[CH:20][CH:19]=3)=[CH:35][CH:34]=2)[C:72]([OH:74])=[O:73])[CH2:77][CH2:78][CH2:79][CH2:80][CH2:81]1 |f:2.3,5.6|. Reported procedure: To a solution of {4-[(2R,3R)-3-[2-(2,3-dihydro-benzofuran-6-yl)-2-oxo-ethylsulfanyl]-1-(4-fluoro-phenyl)-4-oxo-azetidin-2-yl]-phenoxy}-acetic acid (33 mg, 0.065 mmol) in DMF (3 mL) at RT was added N-methylmorpholine (22 μl, 0.198 mmol) and TBTU (22 mg, 0.069 mmol). The mixture was stirred for 30 min before (R)-2-(2-amino-acetylamino)-3-cyclohexyl-propionic acid (15 mg, 0.066 mmol) was added. After 2 h 30 min, the reaction was quenched by the addition of water (1 mL) The mixture was diluted with ... Reactants: BrC1=C(C=C(CN)C=C1)C (4-Bromo-3-methylbenzylamine), C([O-])([O-])=O.[Na+].[Na+] (sodium carbonate), C(C)(=O)OC(C)=O (acetic anhydride), C(=O)(O)C1=CC=C(C=C1)B(O)O (4-carboxyphenyl boronic acid), Cl (HCl). Solvent: O (water), COCCOC (1,2-dimethoxyethane). Reaction conditions: time 16 hour. Product: C(C)(=O)NCC1=CC(=C(C=C1)C1=CC=C(C=C1)C(=O)O)C (4'-Acetamidomethyl-2'-methylbiphenyl-4-carboxylic acid), solid. Isolated yield 56.0%. RXN SMILES: Br[C:2]1[CH:9]=[CH:8][C:5]([CH2:6][NH2:7])=[CH:4][C:3]=1[CH3:10].[C:11]([C:14]1[CH:19]=[CH:18][C:17](B(O)O)=[CH:16][CH:15]=1)([OH:13])=[O:12].C(=O)([O-])[O-].[Na+].[Na+].[C:29](OC(=O)C)(=[O:31])[CH3:30].Cl>COCCOC.O>[C:29]([NH:7][CH2:6][C:5]1[CH:8]=[CH:9][C:2]([C:17]2[CH:18]=[CH:19][C:14]([C:11]([OH:13])=[O:12])=[CH:15][CH:16]=2)=[C:3]([CH3:10])[CH:4]=1)(=[O:31])[CH3:30] |f:2.3.4|. Procedure details: 4-Bromo-3-methylbenzylamine (EP 532266) (7.36 g, 0.037 mol) was dissolved in 1,2-dimethoxyethane (DME) (180 ml), with stirring, and was treated with 4-carboxyphenyl boronic acid (6.14 g, 0.037 mol), followed by a solution of sodium carbonate (17.65 g, 0.167 mol) in water (180 ml). The reaction mixture was then flushed with argon and tetrakistriphenylphosphinepalladium (O) (1.00 g) was added. The reaction mixture was then heated to reflux under argon. After 16 h, the reaction mixture was allowed ... The reactants are C1(=CC=CC=C1)C1=NOC2=C1C(C(CC2)CCOS(=O)(=O)C2=CC=C(C)C=C2)O (3-phenyl-5-(2-tosyloxyethyl)-4-hydroxy-4,5,6,7-tetrahydro-1,2-benzisoxazole), C(C)(C)N(CC)C(C)C (diisopropylethyl amine), Cl.FC1=CC=C(C(=O)C2CCNCC2)C=C1 (4-(4-fluorobenzoyl)piperidine hydrochloride). The solvent is CN(C)C=O (DMF). Reaction conditions: temperature 80 celsius. Yields the product FC1=CC=C(C(=O)C2CCN(CC2)CCC2CCC3=C(C(=NO3)C3=CC=CC=C3)C2O)C=C1 (5-[2-(4-(4-fluorobenzoyl)-1-piperidinyl)-ethyl]-3-phenyl-4-hydroxy-4,5,6,7-tetrahydro-1,2-benzisoxazole). Isolated yield 15.0%. As a reaction SMILES: [C:1]1([C:7]2[C:11]3[CH:12]([OH:29])[CH:13]([CH2:16][CH2:17]OS(C4C=CC(C)=CC=4)(=O)=O)[CH2:14][CH2:15][C:10]=3[O:9][N:8]=2)[CH:6]=[CH:5][CH:4]=[CH:3][CH:2]=1.C(N(C(C)C)CC)(C)C.Cl.[F:40][C:41]1[CH:54]=[CH:53][C:44]([C:45]([CH:47]2[CH2:52][CH2:51][NH:50][CH2:49][CH2:48]2)=[O:46])=[CH:43][CH:42]=1>CN(C=O)C>[F:40][C:41]1[CH:42]=[CH:43][C:44]([C:45]([CH:47]2[CH2:52][CH2:51][N:50]([CH2:17][CH2:16][CH:13]3[CH:12]([OH:29])[C:11]4[C:7]([C:1]5[CH:6]=[CH:5][CH:4]=[CH:3][CH:2]=5)=[N:8][O:9][C:10]=4[CH2:15][CH2:14]3)[CH2:49][CH2:48]2)=[O:46])=[CH:53][CH:54]=1 |f:2.3|. Reported procedure: To a solution consisting of 3-phenyl-5-(2-tosyloxyethyl)-4-hydroxy-4,5,6,7-tetrahydro-1,2-benzisoxazole (8.0 g) and DMF (100 ml) was added diisopropylethyl amine (6.7 ml) and 4-(4-fluorobenzoyl)piperidine hydrochloride (7.1 g) at room temperature with stirring. The flask was flushed with nitrogen and warmed to 80° C. for 4.5 hours. Upon cooling to room temperature, water and ethyl acetate were added to the reaction mixture. The layers were separated and the aqueous phase was extracted 3 times wi... Reactants: CCO, CCN(CC)CCNC(=O)c1cc(Cl)c(N)cc1OCCCN1C(=O)c2ccccc2C1=O, NN, O. Yields the product CCN(CC)CCNC(=O)c1cc(Cl)c(N)cc1OCCCN. Reaction SMILES: [CH3:37][CH2:38][OH:39].[NH2:1][c:2]1[cH:3][c:4]([O:19][CH2:20][CH2:21][CH2:22][N:23]2[C:24](=[O:25])[c:26]3[cH:27][cH:28][cH:29][cH:30][c:31]3[C:32]2=[O:33])[c:5]([C:6](=[O:7])[NH:8][CH2:9][CH2:10][N:11]([CH2:12][CH3:13])[CH2:14][CH3:15])[cH:16][c:17]1[Cl:18].[NH2:35][NH2:36].[OH2:34]>>[NH2:1][c:2]1[cH:3][c:4]([O:19][CH2:20][CH2:21][CH2:22][NH2:23])[c:5]([C:6](=[O:7])[NH:8][CH2:9][CH2:10][N:11]([CH2:12][CH3:13])[CH2:14][CH3:15])[cH:16][c:17]1[Cl:18]. Reactants: COc1ccc(S(=O)(=O)N2CC(CC(C)C)N(C(=O)OC(C)(C)C)CC2CO)cc1, CC(C)=O, [O-][I+3]([O-])([O-])[O-], [Na+], O, O, O=[Ru]=O. The product is COc1ccc(S(=O)(=O)N2CC(CC(C)C)N(C(=O)OC(C)(C)C)CC2C(=O)O)cc1. Reaction SMILES: [C:1]([CH3:2])([CH3:3])([CH3:4])[O:5][C:6](=[O:7])[N:8]1[CH2:9][CH:10]([CH2:29][OH:30])[N:11]([S:18](=[O:19])(=[O:20])[c:21]2[cH:22][cH:23][c:24]([O:27][CH3:28])[cH:25][cH:26]2)[CH2:12][CH:13]1[CH2:14][CH:15]([CH3:16])[CH3:17].[CH3:37][C:38](=[O:39])[CH3:40].[I+3:31]([O-:32])([O-:33])([O-:34])[O-:35].[Na+:36].[OH2:41].[OH2:42].[Ru:43](=[O:44])=[O:45]>>[C:1]([CH3:2])([CH3:3])([CH3:4])[O:5][C:6](=[O:7])[N:8]1[CH2:9][CH:10]([C:29](=[O:30])[OH:32])[N:11]([S:18](=[O:19])(=[O:20])[c:21]2[cH:22][cH:23][c:24]([O:27][CH3:28])[cH:25][cH:26]2)[CH2:12][CH:13]1[CH2:14][CH:15]([CH3:16])[CH3:17].